The task is: describe an organic reaction: reactants, conditions, products, and yield. This data is from the Open Reaction Database (ORD), a public repository of structured organic reaction records. Reactants: solution, [H-].[Al+3].[Li+].[H-].[H-].[H-] (Lithium Aluminium Hydride), C(C)(=O)OCC (ethyl acetate), C1=C(C=CC2=CC=CC=C12)C(=O)N (Naphthalene-2-carboxylic acid amide), S(=O)(=O)([O-])[O-].[Na+].[Na+] (sodium sulphate). Run in C1CCOC1 (THF), C1CCOC1 (THF). Conditions: temperature 2.5 celsius, time 8 hour. The product is C1=C(C=CC2=CC=CC=C12)CN (C-Naphthalen-2-yl-methylamine). RXN SMILES: [CH:1]1[C:10]2[C:5](=[CH:6][CH:7]=[CH:8][CH:9]=2)[CH:4]=[CH:3][C:2]=1[C:11]([NH2:13])=O.[H-].[Al+3].[Li+].[H-].[H-].[H-].C(OCC)(=O)C.S([O-])([O-])(=O)=O.[Na+].[Na+]>C1COCC1>[CH:1]1[C:10]2[C:5](=[CH:6][CH:7]=[CH:8][CH:9]=2)[CH:4]=[CH:3][C:2]=1[CH2:11][NH2:13] |f:1.2.3.4.5.6,8.9.10|. Procedure: Naphthalene-2-carboxylic acid amide (0.8 g, 1 eq, 4.678 mmol) was dissolved in THF (80 mL) and the solution was cooled down to 0-5° C. A 1.0 M solution of Lithium Aluminium Hydride (LAH) in THF (1.42 g, 8.0 eq, 37.0 mmol) was added drop-wise at 0-5° C. The reaction mixture was stirred at RT overnight. After completion of the reaction (confirmed by TLC), ethyl acetate at 0-5° C. was slowly added to quench the excess LAH in reaction mixture followed by the addition of saturated sodium sulphate sol... Starting materials: COCCCCCCOC1=CC=C(C=C1)C#CC(C)(O)C (4-[4-(6-methoxyhexyloxy)phenyl]-2-methyl-3-butyn-2-ol), [H-].[Na+] (sodium hydride), C(C)(C)OC(C)C (isopropyl ether), Cl (hydrochloric acid). Solvent: C1(=CC=CC=C1)C (toluene), O (water). Product: C(#C)C1=CC=C(C=C1)OCCCCCCOC (1-ethynyl-4-(6-methoxyhexyloxy)benzene). Isolated yield 99.6%. As a reaction SMILES: [CH3:1][O:2][CH2:3][CH2:4][CH2:5][CH2:6][CH2:7][CH2:8][O:9][C:10]1[CH:15]=[CH:14][C:13]([C:16]#[C:17]C(C)(O)C)=[CH:12][CH:11]=1.[H-].[Na+].C(OC(C)C)(C)C.Cl>C1(C)C=CC=CC=1.O>[C:16]([C:13]1[CH:14]=[CH:15][C:10]([O:9][CH2:8][CH2:7][CH2:6][CH2:5][CH2:4][CH2:3][O:2][CH3:1])=[CH:11][CH:12]=1)#[CH:17] |f:1.2|. Procedure: Under a nitrogen atmosphere, to a solution of 4-[4-(6-methoxyhexyloxy)phenyl]-2-methyl-3-butyn-2-ol (3.0 g) in toluene (18 ml) was added sodium hydride (abt. 60% in oil suspension), and the mixture was refluxed for 2 hours. After cooling, to the reaction mixture was added isopropyl ether (100 ml) and water (100 ml), and neutralized by 1N-hydrochloric acid. The organic layer was separated, washed with water and brine, dried over magnesium sulfate. Magnesium sulfate was filtered off, and the filtr... Reactants: CC(C)(C)c1ccc(C(=O)CCl)cc1, OCCC1(c2ccc(Cl)c(Cl)c2)CCNC1. The product is CC(C)(C)c1ccc(C(=O)CN2CCC(CCO)(c3ccc(Cl)c(Cl)c3)C2)cc1. As a reaction SMILES: [C:17]([CH3:18])([CH3:19])([CH3:20])[c:21]1[cH:22][cH:23][c:24]([C:25]([CH2:26][Cl:27])=[O:28])[cH:29][cH:30]1.[Cl:1][c:2]1[cH:3][c:4]([C:9]2([CH2:14][CH2:15][OH:16])[CH2:10][NH:11][CH2:12][CH2:13]2)[cH:5][cH:6][c:7]1[Cl:8]>>[Cl:1][c:2]1[cH:3][c:4]([C:9]2([CH2:14][CH2:15][OH:16])[CH2:10][N:11]([CH2:26][C:25]([c:24]3[cH:23][cH:22][c:21]([C:17]([CH3:18])([CH3:19])[CH3:20])[cH:30][cH:29]3)=[O:28])[CH2:12][CH2:13]2)[cH:5][cH:6][c:7]1[Cl:8]. Starting materials: 20-V, OO (hydrogen peroxide), Cl.CN(C1=CC=C(C=C1)N)C(C)C (N-methyl-N-isopropyl-4-aminoaniline hydrochloride), Cl.Cl.C(CCC)OC1=C(C=C(C=C1)N)N (4-butoxybenzene-1,3-diamine dihydrochloride), N (ammonia), C(C)O (ethanol). Run in O (water). Run at time 24 hour. The product is Cl.C(CCC)OC=1C(C=C(C(C1)NC1=CC=C(C=C1)N(C(C)C)CC)N)=N (4-butoxy-6-[4-(ethylisopropylamino)phenylamino]-3-iminocyclohexa-1,4-dienylamine hydrochloride). Reaction SMILES: [ClH:1].[CH3:2][N:3]([CH:11]([CH3:13])[CH3:12])[C:4]1[CH:9]=[CH:8][C:7]([NH2:10])=[CH:6][CH:5]=1.Cl.Cl.[CH2:16]([O:20][C:21]1[CH:26]=[CH:25][C:24]([NH2:27])=[CH:23][C:22]=1[NH2:28])[CH2:17][CH2:18][CH3:19].N.OO.[CH2:32](O)C>O>[ClH:1].[CH2:16]([O:20][C:21]1[C:22](=[NH:28])[CH:23]=[C:24]([NH2:27])[CH:25]([NH:10][C:7]2[CH:8]=[CH:9][C:4]([N:3]([CH2:2][CH3:32])[CH:11]([CH3:13])[CH3:12])=[CH:5][CH:6]=2)[CH:26]=1)[CH2:17][CH2:18][CH3:19] |f:0.1,2.3.4,9.10|. Procedure: To a solution of 0.003 mol of N-methyl-N-isopropyl-4-aminoaniline hydrochloride and 0.003 mol of 4-butoxybenzene-1,3-diamine dihydrochloride in 2 ml of water and 6 ml of ethanol, brought to pH 9.5 with 20% aqueous ammonia solution, are added 10.2 ml of 20-V 6% aqueous hydrogen peroxide solution; after stirring for 24 hours at room temperature, a gum forms. The supernatant is removed and the gum is washed with three times 50 ml of water, 4 ml of ethyl acetate and then with isopropyl ether. After ... Starting materials: Nc1ccc2nc(NC3CCc4ccccc43)ccc2c1, O=C=Nc1ccnc(N2CCOCC2)c1. Product: O=C(Nc1ccnc(N2CCOCC2)c1)Nc1ccc2nc(NC3CCc4ccccc43)ccc2c1. Reaction SMILES: [CH:1]1([NH:10][c:11]2[n:12][c:13]3[cH:14][cH:15][c:16]([NH2:21])[cH:17][c:18]3[cH:19][cH:20]2)[CH2:2][CH2:3][c:4]2[cH:5][cH:6][cH:7][cH:8][c:9]21.[N:22](=[C:23]=[O:24])[c:25]1[cH:26][c:27]([N:31]2[CH2:32][CH2:33][O:34][CH2:35][CH2:36]2)[n:28][cH:29][cH:30]1>>[CH:1]1([NH:10][c:11]2[n:12][c:13]3[cH:14][cH:15][c:16]([NH:21][C:23]([NH:22][c:25]4[cH:26][c:27]([N:31]5[CH2:32][CH2:33][O:34][CH2:35][CH2:36]5)[n:28][cH:29][cH:30]4)=[O:24])[cH:17][c:18]3[cH:19][cH:20]2)[CH2:2][CH2:3][c:4]2[cH:5][cH:6][cH:7][cH:8][c:9]21. The reactants are diisocyanate, CC(=O)C (acetone), NCO, C(C)(=O)OCC (ethyl acetate), CC(=O)C (acetone), C(C(C)N)N (1,2-propylene diamine), amide, ethoxylated n-butanol, C1=CC=C(C=C1)C(N=C=O)N=C=O (toluylene diisocyanate), NCO. Solvent: O (water). The product is NCC(CC(CC(C)N)(C)C)C (1-aminomethyl-5-amino-1,3,3-trimethylhexane), C(CCCCC(=O)O)(=O)O (adipic acid). Reaction SMILES: [CH:1]1[CH:6]=[CH:5][C:4]([CH:7]([N:11]=C=O)N=C=[O:10])=[CH:3]C=1.[CH2:14](N)[CH:15]([NH2:17])[CH3:16].[C:19]([O:22]CC)(=[O:21])[CH3:20].C[C:26]([CH3:28])=[O:27]>O>[NH2:11][CH2:7][CH:4]([CH3:3])[CH2:5][C:6]([CH3:1])([CH3:19])[CH2:14][CH:15]([NH2:17])[CH3:16].[C:26]([OH:10])(=[O:27])[CH2:28][CH2:15][CH2:16][CH2:20][C:19]([OH:22])=[O:21]. Reported procedure: 206 g of a polyester from adipic acid and ethylene glycol having a molecular weight of 2060 are heated for 30 minutes to 110°C to remove any water dissolved therein. Subsequently 74 g of an allophanate diisocyanate mixture are added at 70°C. The diisocyanate mixture had previously been obtained by reacting ethoxylated n-butanol (molecular weight 2030) with toluylene diisocyanate at a molar ratio of 1:5 and has an NCO-content of 16,9 % by weight. Subsequent to the addition of the diisocyanate mix...